The task is: describe an organic reaction: reactants, conditions, products, and yield. This data is from the Open Reaction Database (ORD), a public repository of structured organic reaction records. Starting materials: OC1=C(C=CC=C1[N+](=O)[O-])NC(=O)NC1=C(C=CC=C1)Br (N-(2-hydroxy-3-nitrophenyl)-N′-(2-bromophenyl)urea), [Sn](Cl)(Cl)(Cl)Cl (Tin chloride), C(=O)(O)[O-].[Na+] (NaHCO3). The solvent is C(C)O (ethanol). Yields the product OC1=C(C=CC=C1N)NC(=O)NC1=C(C=CC=C1)Br (N-(2-hydroxy-3-aminophenyl)-N′-(2-bromophenyl)urea). Isolated yield 100.1%. RXN SMILES: [OH:1][C:2]1[C:7]([N+:8]([O-])=O)=[CH:6][CH:5]=[CH:4][C:3]=1[NH:11][C:12]([NH:14][C:15]1[CH:20]=[CH:19][CH:18]=[CH:17][C:16]=1[Br:21])=[O:13].[Sn](Cl)(Cl)(Cl)Cl.C([O-])(O)=O.[Na+]>C(O)C>[OH:1][C:2]1[C:7]([NH2:8])=[CH:6][CH:5]=[CH:4][C:3]=1[NH:11][C:12]([NH:14][C:15]1[CH:20]=[CH:19][CH:18]=[CH:17][C:16]=1[Br:21])=[O:13] |f:2.3|. Reported procedure: To a solution of N-(2-hydroxy-3-nitrophenyl)-N′-(2-bromophenyl)urea (300 mg, 0.85 mmol) in ethanol (20 mL), Tin chloride (958 mg, 4.25 mmol) was added. The reaction mixture was stirred at reflux for 16 hours then cooled to room temperature. The reaction mixture was basified to pH 8 with aq. NaHCO3 then extracted with ethyl acetate (3×). The organic extracts were combined, dried over MgSO4, filtered and concentrated under reduced pressure to give product (274 mg, 99%). EI-MS m/z 323 (M+H)+.